Dataset: the Open Reaction Database (ORD), a public repository of structured organic reaction records. Task: describe an organic reaction: reactants, conditions, products, and yield The reactants are [H-], NS(=O)(=O)c1c(Cl)cc(N2CCCC2)c([N+](=O)[O-])c1Cl, [Na+], O. The product is NS(=O)(=O)c1c(Cl)cc(N2CCCC2)c([N+](=O)[O-])c1O. Reaction SMILES: [H-:22].[N:1]1([c:6]2[c:7]([N+:18](=[O:19])[O-:20])[c:8]([Cl:17])[c:9]([S:13](=[O:14])(=[O:15])[NH2:16])[c:10]([Cl:12])[cH:11]2)[CH2:2][CH2:3][CH2:4][CH2:5]1.[Na+:21].[OH2:23]>>[N:1]1([c:6]2[c:7]([N+:18](=[O:19])[O-:20])[c:8]([OH:23])[c:9]([S:13](=[O:14])(=[O:15])[NH2:16])[c:10]([Cl:12])[cH:11]2)[CH2:2][CH2:3][CH2:4][CH2:5]1. Reactants: CN(P(N(C)C)(N(C)C)=O)C (hexamethylphosphoric acid triamide), FC1=CC=C(C=C1)C(CCCI)C1=CC=C(C=C1)F (4,4-bis-(4-fluorophenyl)butyl iodide), CC1=CSC=2C1=C1C3=C(NC1=CC2)CCNC3 (1-methyl-7,8,9,10-tetrahydrothieno[3,2-e]pyrido[4,3-b]indole). The solvent is CN(C=O)C (dimethylformamide). Conditions: temperature 80 celsius. Product: FC1=CC=C(C=C1)C(CCCN1CC2=C(NC3=CC=C4C(=C23)C(=CS4)C)CC1)C1=CC=C(C=C1)F (9-[4,4-Bis(4-fluorophenyl)butyl]-1-methyl-7,8,9,10-tetrahydrothieno[3,2-e]pyrido[4,3-b]indole). RXN SMILES: [CH3:1][C:2]1[C:6]2=[C:7]3[C:11](=[CH:12][CH:13]=[C:5]2[S:4][CH:3]=1)[NH:10][C:9]1[CH2:14][CH2:15][NH:16][CH2:17][C:8]3=1.CN(C)P(=O)(N(C)C)N(C)C.[F:29][C:30]1[CH:35]=[CH:34][C:33]([CH:36]([C:41]2[CH:46]=[CH:45][C:44]([F:47])=[CH:43][CH:42]=2)[CH2:37][CH2:38][CH2:39]I)=[CH:32][CH:31]=1>CN(C)C=O>[F:29][C:30]1[CH:31]=[CH:32][C:33]([CH:36]([C:41]2[CH:42]=[CH:43][C:44]([F:47])=[CH:45][CH:46]=2)[CH2:37][CH2:38][CH2:39][N:16]2[CH2:15][CH2:14][C:9]3[NH:10][C:11]4[C:7]([C:8]=3[CH2:17]2)=[C:6]2[C:2]([CH3:1])=[CH:3][S:4][C:5]2=[CH:13][CH:12]=4)=[CH:34][CH:35]=1. Reported procedure: 2.4 g of 1-methyl-7,8,9,10-tetrahydrothieno[3,2-e]pyrido[4,3-b]indole are dissolved in 50 ml of dimethylformamide and 10 ml of hexamethylphosphoric acid triamide 4.5 g of 4,4-bis-(4-fluorophenyl)butyl iodide are added and the mixture is warmed to 80° C. under N2 for 5 hours. The solvent is then evaporated off; the residue is taken up in chloroform, the chloroform mixture is washed with water, dried and evaporated, the residue is chromatographed on Al2O3 with chloroform and the product is recryst... Starting materials: NC=1C=C2C(=CNC2=CC1)C1CCN(CC1)C (5-amino-3-(1-methyl-piperidin-4-yl)-1H-indole), ClC=1C=C(C(=O)Cl)C=CC1Cl (3,4-dichlorobenzoyl chloride). Product: ClC=1C=C(C(=O)NC=2C=C3C(=CNC3=CC2)C2CCN(CC2)C)C=CC1Cl (5-(3,4-dichlorobenzoyl)amino-3-(1-methylpiperidin-4-yl)-1H-indole). Isolated yield 81.9%. RXN SMILES: [NH2:1][C:2]1[CH:3]=[C:4]2[C:8](=[CH:9][CH:10]=1)[NH:7][CH:6]=[C:5]2[CH:11]1[CH2:16][CH2:15][N:14]([CH3:17])[CH2:13][CH2:12]1.[Cl:18][C:19]1[CH:20]=[C:21]([CH:25]=[CH:26][C:27]=1[Cl:28])[C:22](Cl)=[O:23]>>[Cl:18][C:19]1[CH:20]=[C:21]([CH:25]=[CH:26][C:27]=1[Cl:28])[C:22]([NH:1][C:2]1[CH:3]=[C:4]2[C:8](=[CH:9][CH:10]=1)[NH:7][CH:6]=[C:5]2[CH:11]1[CH2:16][CH2:15][N:14]([CH3:17])[CH2:13][CH2:12]1)=[O:23]. Reported procedure: Beginning with 10 mg (0.0437 mMol) 5-amino-3-(1-methyl-piperidin-4-yl)-1H-indole and 9.6 mg (0.0458 mMol) 3,4-dichlorobenzoyl chloride, 14.4 mg (82%) of the title compound were recovered. Starting materials: O=C(O)c1ccc2ccccc2c1, CC(=O)c1ccc2ccccc2c1, COCCOCCOC, [O-]Cl, [Na+]. The product is O=C(O)c1ccc2ccccc2c1, OCc1ccc2ccccc2c1. RXN SMILES: [C:17](=[O:18])([OH:19])[c:20]1[cH:21][c:22]2[cH:23][cH:24][cH:25][cH:26][c:27]2[cH:28][cH:29]1.[CH3:1][C:2](=[O:3])[c:4]1[cH:5][cH:6][c:7]2[cH:8][cH:9][cH:10][cH:11][c:12]2[cH:13]1.[CH3:30][O:31][CH2:32][CH2:33][O:34][CH2:35][CH2:36][O:37][CH3:38].[Cl:14][O-:15].[Na+:16]>>[C:17](=[O:18])([OH:19])[c:20]1[cH:21][c:22]2[cH:23][cH:24][cH:25][cH:26][c:27]2[cH:28][cH:29]1.[CH2:2]([OH:3])[c:4]1[cH:5][cH:6][c:7]2[cH:8][cH:9][cH:10][cH:11][c:12]2[cH:13]1. The reactants are CC(C)(C)[N+](=O)[O-], CCO, CC(=O)O, [Zn], O=Cc1ccc(-n2ccnc2)cc1. Yields the product CC(C)(C)[N+]([O-])=Cc1ccc(-n2ccnc2)cc1. As a reaction SMILES: [CH3:1][C:2]([CH3:3])([CH3:4])[N+:5](=[O:6])[O-:7].[CH3:25][CH2:26][OH:27].[CH3:8][C:9](=[O:10])[OH:11].[Zn:28].[n:12]1(-[c:17]2[cH:18][cH:19][c:20]([CH:21]=[O:22])[cH:23][cH:24]2)[cH:13][n:14][cH:15][cH:16]1>>[CH3:1][C:2]([CH3:3])([CH3:4])[N+:5]([O-:7])=[CH:21][c:20]1[cH:19][cH:18][c:17](-[n:12]2[cH:13][n:14][cH:15][cH:16]2)[cH:24][cH:23]1. The reactants are C1(=CC=CC=C1)C(=O)C(=O)C1=CC=CC=C1 (benzil), [BH4-].[Na+] (sodium borohydride). Run in O (water), CCO (EtOH). Run at temperature 2.5 celsius, time 10 minute. Product: C1(=CC=CC=C1)C(O)C(O)C1=CC=CC=C1 (Hydrobenzoin). RXN SMILES: [C:1]1([C:7]([C:9]([C:11]2[CH:16]=[CH:15][CH:14]=[CH:13][CH:12]=2)=[O:10])=[O:8])[CH:6]=[CH:5][CH:4]=[CH:3][CH:2]=1.[BH4-].[Na+]>CCO.O>[C:11]1([CH:9]([CH:7]([C:1]2[CH:6]=[CH:5][CH:4]=[CH:3][CH:2]=2)[OH:8])[OH:10])[CH:12]=[CH:13][CH:14]=[CH:15][CH:16]=1 |f:1.2|. Reported procedure: To a slurry of 97.0 g of benzil in 1 liter of 95% EtOH was added 20 g of sodium borohydride. After stirring 10 minutes, the mixture was diluted with 1 liter of water and the mixture was treated with activated carbon. The mixture was then filtered trough supercel and the filtrate heated and diluted with an additional 2 liters of water until it became slightly cloudy. The mixture was then cooled to 0 to 5° C. and the resulting crytals were collected and washed with cold water. The crystals were th...